From a dataset of the Open Reaction Database (ORD), a public repository of structured organic reaction records. describe an organic reaction: reactants, conditions, products, and yield Starting materials: CCO, CN1C(=O)C(=O)c2c(Cl)cc(Cl)cc21, NN, [Na], O. Product: CN1C(=O)Cc2c(Cl)cc(Cl)cc21. Reaction SMILES: [CH3:19][CH2:20][OH:21].[CH3:1][N:2]1[C:3](=[O:4])[C:5](=[O:6])[c:7]2[c:8]([Cl:14])[cH:9][c:10]([Cl:13])[cH:11][c:12]21.[NH2:15][NH2:16].[Na:17].[OH2:18]>>[CH3:1][N:2]1[C:3](=[O:4])[CH2:5][c:7]2[c:8]([Cl:14])[cH:9][c:10]([Cl:13])[cH:11][c:12]21. Procedure: Prepared as in Example 2a from N-(1-(3-amino-2-cyanophenoxy)-2-methylpropan-2-yl)cyclohexanecarboxamide (Example 37b) and ethyl 3-oxobutanoate as a bright yellow solid (55%). MS 428 (MH+). Reaction SMILES: [NH2:1][C:2]1[C:3]([C:22]#[N:23])=[C:4]([CH:19]=[CH:20][CH:21]=1)[O:5][CH2:6][C:7]([NH:10][C:11]([CH:13]1[CH2:18][CH2:17][CH2:16][CH2:15][CH2:14]1)=[O:12])([CH3:9])[CH3:8].O=[C:25]([CH3:32])[CH2:26][C:27]([O:29][CH2:30][CH3:31])=[O:28]>>[NH2:23][C:22]1[C:3]2[C:2](=[CH:21][CH:20]=[CH:19][C:4]=2[O:5][CH2:6][C:7]([NH:10][C:11]([CH:13]2[CH2:14][CH2:15][CH2:16][CH2:17][CH2:18]2)=[O:12])([CH3:8])[CH3:9])[N:1]=[C:25]([CH3:32])[C:26]=1[C:27]([O:29][CH2:30][CH3:31])=[O:28]. Reactants: NC=1C(=C(OCC(C)(C)NC(=O)C2CCCCC2)C=CC1)C#N (N-(1-(3-amino-2-cyanophenoxy)-2-methylpropan-2-yl)cyclohexanecarboxamide), O=C(CC(=O)OCC)C (ethyl 3-oxobutanoate). Yields the product NC1=C(C(=NC2=CC=CC(=C12)OCC(C)(C)NC(=O)C1CCCCC1)C)C(=O)OCC (ethyl 4-amino-5-(2-(cyclohexanecarboxamido)-2-methylpropoxy)-2-methylquinoline-3-carboxylate). Starting materials: ClC1=CC=C(C=C1)CCC=C1C(N(C(S1)=O)CCCCSC1=CC=CC=2N1C=CN2)=O (5-[3-(4-chlorophenyl)propylidene]-3-[4-(imidazo[1,2-a]pyridin-5-ylthio)butyl]thiazolidine-2,4-dione), Cl.C(C)(=O)OCC (hydrochloric acid ethyl acetate). The solvent is CO (methanol). The product is Cl.ClC1=CC=C(C=C1)CCC=C1C(N(C(S1)=O)CCCCSC1=CC=CC=2N1C=CN2)=O (5-[3-(4-chlorophenyl)propylidene]-3-[4-(imidazo[1,2-a]pyridin-5-ylthio)butyl]thiazolidine-2,4-dione hydrochloride). Reaction SMILES: [Cl:1][C:2]1[CH:7]=[CH:6][C:5]([CH2:8][CH2:9][CH:10]=[C:11]2[S:15][C:14](=[O:16])[N:13]([CH2:17][CH2:18][CH2:19][CH2:20][S:21][C:22]3[N:27]4[CH:28]=[CH:29][N:30]=[C:26]4[CH:25]=[CH:24][CH:23]=3)[C:12]2=[O:31])=[CH:4][CH:3]=1.Cl.C(OCC)(=O)C>CO>[ClH:1].[Cl:1][C:2]1[CH:3]=[CH:4][C:5]([CH2:8][CH2:9][CH:10]=[C:11]2[S:15][C:14](=[O:16])[N:13]([CH2:17][CH2:18][CH2:19][CH2:20][S:21][C:22]3[N:27]4[CH:28]=[CH:29][N:30]=[C:26]4[CH:25]=[CH:24][CH:23]=3)[C:12]2=[O:31])=[CH:6][CH:7]=1 |f:1.2,4.5|. Reported procedure: To a methanol solution of 1.25 g (2.7 mmol) of 5-[3-(4-chlorophenyl)propylidene]-3-[4-(imidazo[1,2-a]pyridin-5-ylthio)butyl]thiazolidine-2,4-dione, 1.0 ml of 4N hydrochloric acid-ethyl acetate was added, followed by stirring. After the solvent was distilled off, the residue was dissolved in methanol and recrystallized from ether to yield 1.02 g (74.1%, white crystal) of the desired product. Reactants: N([C@@H](CCCCNC(=O)OCC1=CC=CC=C1)C(=O)N[C@@H](CCC(N)=O)C(=O)N[C@@H](CCCC)C(=O)OC)C(=O)OC(C)(C)C (BOC-Lys(CBZ)-Gln-Nle-OMe), NN (hydrazine). Solvent: CN(C)C=O (DMF). Reaction conditions: time 8 hour. Product: N([C@@H](CCCCNC(=O)OCC1=CC=CC=C1)C(=O)N[C@@H](CCC(N)=O)C(=O)N[C@@H](CCCC)C(=O)NN)C(=O)OC(C)(C)C (BOC-Lys(CBZ)-Gln-Nle-NHNH2). Isolated yield 88.5%. RXN SMILES: [NH:1]([C:39]([O:41][C:42]([CH3:45])([CH3:44])[CH3:43])=[O:40])[C@H:2]([C:18]([NH:20][C@H:21]([C:27]([NH:29][C@H:30]([C:35](OC)=[O:36])[CH2:31][CH2:32][CH2:33][CH3:34])=[O:28])[CH2:22][CH2:23][C:24](=[O:26])[NH2:25])=[O:19])[CH2:3][CH2:4][CH2:5][CH2:6][NH:7][C:8]([O:10][CH2:11][C:12]1[CH:17]=[CH:16][CH:15]=[CH:14][CH:13]=1)=[O:9].[NH2:46][NH2:47]>CN(C=O)C>[NH:1]([C:39]([O:41][C:42]([CH3:45])([CH3:43])[CH3:44])=[O:40])[C@H:2]([C:18]([NH:20][C@H:21]([C:27]([NH:29][C@H:30]([C:35]([NH:46][NH2:47])=[O:36])[CH2:31][CH2:32][CH2:33][CH3:34])=[O:28])[CH2:22][CH2:23][C:24](=[O:26])[NH2:25])=[O:19])[CH2:3][CH2:4][CH2:5][CH2:6][NH:7][C:8]([O:10][CH2:11][C:12]1[CH:13]=[CH:14][CH:15]=[CH:16][CH:17]=1)=[O:9]. Reported procedure: The tripeptide methyl ester (XIII) (1 g, 1.6 mmol) was suspended in DMF (5 ml), hydrazine (0.8 g, 0.78 ml, 16 mmol) was added and the mixture was stirred overnight. The solvent was removed in vacuo and the residue solidified using MeOH/EtOAc to give (XIV) (0.9 g, 90%). T.l.c. RfA3 =0.70 This was used immediately in the next step. The product is CCOc1ncc(Br)cc1OC. As a reaction SMILES: [Br:1][c:2]1[cH:3][n:4][cH:5][c:6]([O:8][CH3:9])[cH:7]1.[CH2:10]([CH3:11])[OH:12].[CH3:13][CH2:14][O-:15].[Na+:16].[OH2:17]>>[Br:1][c:2]1[cH:3][n:4][c:5]([O:12][CH2:10][CH3:11])[c:6]([O:8][CH3:9])[cH:7]1. The reactants are COc1cncc(Br)c1, CCO, CC[O-], [Na+], O. The reactants are IC1=NN(C2=CC=C(C=C12)NS(=O)(=O)C1=C(C=CC=C1)S(=O)(=O)C)C(=O)OC(C)(C)C (tert-butyl 3-iodo-5-(2-methylsulfonylbenzenesulfonylamino)indazole-1-carboxylate), solid, tetrakis(triphenylphosphine)-palladium[0], ClC1=CC=C(C=C1)/C=C/B(O)O (trans-2-(4-chlorophenyl) vinylboronic acid), C(O)([O-])=O.[Na+] (sodium hydrogencarbonate). Solvent: CN(C=O)C (dimethylformamide). Yields the product ClC1=CC=C(C=C1)/C=C/C1=NNC2=CC=C(C=C12)NS(=O)(=O)C1=C(C=CC=C1)S(=O)(=O)C (N-{3-[(E)-2-(4-chlorophenyl)vinyl]-1H-indazol-5-yl}-2-methylsulfonylbenzenesulfonamide). Yield: 65.8%. RXN SMILES: I[C:2]1[C:10]2[C:5](=[CH:6][CH:7]=[C:8]([NH:11][S:12]([C:15]3[CH:20]=[CH:19][CH:18]=[CH:17][C:16]=3[S:21]([CH3:24])(=[O:23])=[O:22])(=[O:14])=[O:13])[CH:9]=2)[N:4](C(OC(C)(C)C)=O)[N:3]=1.[Cl:32][C:33]1[CH:38]=[CH:37][C:36](/[CH:39]=[CH:40]/B(O)O)=[CH:35][CH:34]=1.C(=O)([O-])O.[Na+]>CN(C)C=O>[Cl:32][C:33]1[CH:38]=[CH:37][C:36](/[CH:39]=[CH:40]/[C:2]2[C:10]3[C:5](=[CH:6][CH:7]=[C:8]([NH:11][S:12]([C:15]4[CH:20]=[CH:19][CH:18]=[CH:17][C:16]=4[S:21]([CH3:24])(=[O:22])=[O:23])(=[O:13])=[O:14])[CH:9]=3)[NH:4][N:3]=2)=[CH:35][CH:34]=1 |f:2.3|. Procedure details: N-{3-[(E)-2-(4-Chlorophenyl)vinyl]-1H-indazol-5-yl}-2-methylsulfonylbenzenesulfonamide can be obtained as described in Example 59 from 1 g of tert-butyl 3-iodo-5-(2-methylsulfonylbenzenesulfonylamino)indazole-1-carboxylate, 631 mg of trans-2-(4-chlorophenyl) vinylboronic acid, 28 ml of dimethylformamide, 3.25 ml of a saturated aqueous sodium hydrogencarbonate solution and 48 mg of tetrakis(triphenylphosphine)-palladium[0]. 556 mg of N-{3-[(E)-2-(4-chlorophenyl)vinyl]-1H-indazol-5-yl}-2-methylsul... RXN SMILES: [Br:12][c:13]1[cH:14][cH:15][c:16]([S:18](=[O:19])(=[O:20])[NH2:21])[s:17]1.[Br:1][c:2]1[cH:3][c:4]([Cl:11])[c:5]([C:6](=[O:7])[OH:8])[cH:9][cH:10]1.[Cl:22][CH2:23][Cl:24]>>[Br:1][c:2]1[cH:3][c:4]([Cl:11])[c:5]([C:6](=[O:8])[NH:21][S:18]([c:16]2[cH:15][cH:14][c:13]([Br:12])[s:17]2)(=[O:19])=[O:20])[cH:9][cH:10]1. The reactants are NS(=O)(=O)c1ccc(Br)s1, O=C(O)c1ccc(Br)cc1Cl, ClCCl. The product is O=C(NS(=O)(=O)c1ccc(Br)s1)c1ccc(Br)cc1Cl.